This data is from the Open Reaction Database (ORD), a public repository of structured organic reaction records. The task is: describe an organic reaction: reactants, conditions, products, and yield The reactants are O (water), ClC(=O)OC1=CC=C(C=C1)[N+](=O)[O-] (4-nitrophenyl chloroformate), C(C)(C)N(CC)C(C)C (diisopropylethylamine), C(C)O\C(\C(=O)OCC)=C/C1=CC=C(C=C1)C1=NC(=CC=C1)NC (ethyl (Z)-2-ethoxy-3-[4-(6-methylaminopyrid-2-yl)phenyl]acrylate). Run in ClCCl (dichloromethane), ClCCl (dichloromethane). Conditions: time 30 minute. Yields the product C(C)O\C(\C(=O)OCC)=C/C1=CC=C(C=C1)C1=NC(=CC=C1)N(C(=O)OC1=CC=C(C=C1)[N+](=O)[O-])C (ethyl (Z)-2-ethoxy-3-(4-{6-[methyl-(4-nitrophenoxycarbonyl)amino]pyrid-2-yl}phenyl)acrylate). Isolated yield 110.6%. RXN SMILES: Cl[C:2]([O:4][C:5]1[CH:10]=[CH:9][C:8]([N+:11]([O-:13])=[O:12])=[CH:7][CH:6]=1)=[O:3].C(N(C(C)C)CC)(C)C.[CH2:23]([O:25]/[C:26](=[CH:32]\[C:33]1[CH:38]=[CH:37][C:36]([C:39]2[CH:44]=[CH:43][CH:42]=[C:41]([NH:45][CH3:46])[N:40]=2)=[CH:35][CH:34]=1)/[C:27]([O:29][CH2:30][CH3:31])=[O:28])[CH3:24].O>ClCCl>[CH2:23]([O:25]/[C:26](=[CH:32]\[C:33]1[CH:38]=[CH:37][C:36]([C:39]2[CH:44]=[CH:43][CH:42]=[C:41]([N:45]([CH3:46])[C:2]([O:4][C:5]3[CH:10]=[CH:9][C:8]([N+:11]([O-:13])=[O:12])=[CH:7][CH:6]=3)=[O:3])[N:40]=2)=[CH:35][CH:34]=1)/[C:27]([O:29][CH2:30][CH3:31])=[O:28])[CH3:24]. Procedure details: 0.55 g (2.75 mmol) of 4-nitrophenyl chloroformate and then 0.48 mL (2.75 mmol) of diisopropylethylamine are added to a solution of 0.6 g (1.84 mmol) of ethyl (Z)-2-ethoxy-3-[4-(6-methylaminopyrid-2-yl)phenyl]acrylate in 15 mL of dichloromethane. The reaction mixture is stirred for 1 hour 30 minutes at room temperature. The reaction is worked up by addition of 10 mL of water and extraction with dichloromethane. The organic phases are combined and then dried over magnesium sulfate, filtered and th... Reactants: CCCCOC(=O)CN1CCC(NC(=O)OC(C)(C)C)CC1, CC(C)O, Cl. The product is CCCCOC(=O)CN1CCC(N)CC1. RXN SMILES: [C:2]([O:3][C:4](=[O:5])[NH:9][CH:10]1[CH2:11][CH2:12][N:13]([CH2:16][C:17](=[O:18])[O:19][CH2:20][CH2:21][CH2:22][CH3:23])[CH2:14][CH2:15]1)([CH3:6])([CH3:7])[CH3:8].[CH:24]([OH:25])([CH3:26])[CH3:27].[ClH:1]>>[NH2:9][CH:10]1[CH2:11][CH2:12][N:13]([CH2:16][C:17](=[O:18])[O:19][CH2:20][CH2:21][CH2:22][CH3:23])[CH2:14][CH2:15]1. Reactants: C(C)(C)(C)OC(NC1=C(C=C(C(=C1)N(C)C)C)NC(CC(=O)C1=CC(=CC=C1)C1=CC(=NO1)C)=O)=O ((5-dimethylamino-4-methyl-2-{3-[3-(3-methyl-isoxazol-5-yl)-phenyl]-3-oxo-propionylamino}-phenyl)-carbamic acid tert-butyl ester), C(=O)(C(F)(F)F)O (TFA). The solvent is C(Cl)Cl (CH2Cl2). Yields the product CN(C1=CC2=C(NC(CC(=N2)C2=CC(=CC=C2)C2=CC(=NO2)C)=O)C=C1C)C (7-Dimethylamino-8-methyl-4-[3-(3-methyl-isoxazol-5-yl)-phenyl]-1,3-dihydro-benzo[b][1,4]diazepin-2-one), solid. The yield is 57.0%. RXN SMILES: C(OC(=O)[NH:7][C:8]1[CH:13]=[C:12]([N:14]([CH3:16])[CH3:15])[C:11]([CH3:17])=[CH:10][C:9]=1[NH:18][C:19](=[O:35])[CH2:20][C:21]([C:23]1[CH:28]=[CH:27][CH:26]=[C:25]([C:29]2[O:33][N:32]=[C:31]([CH3:34])[CH:30]=2)[CH:24]=1)=O)(C)(C)C.C(O)(C(F)(F)F)=O>C(Cl)Cl>[CH3:15][N:14]([CH3:16])[C:12]1[C:11]([CH3:17])=[CH:10][C:9]2[NH:18][C:19](=[O:35])[CH2:20][C:21]([C:23]3[CH:28]=[CH:27][CH:26]=[C:25]([C:29]4[O:33][N:32]=[C:31]([CH3:34])[CH:30]=4)[CH:24]=3)=[N:7][C:8]=2[CH:13]=1. Procedure details: The title compound was prepared from (5-dimethylamino-4-methyl-2-{3-[3-(3-methyl-isoxazol-5-yl)-phenyl]-3-oxo-propionylamino}-phenyl)-carbamic acid tert-butyl ester (Example M87) (0.32 g, 0.65 mmol) by treatment with TFA in CH2Cl2 according to the general procedure N. Obtained as a light yellow solid (140 mg, 57%). As a reaction SMILES: [Cl:1][C:2]1[C:7]([CH2:8][CH3:9])=[C:6](Cl)[N:5]=[CH:4][N:3]=1.[NH3:11]>C(O)CCC>[Cl:1][C:2]1[N:3]=[CH:4][N:5]=[C:6]([NH2:11])[C:7]=1[CH2:8][CH3:9]. Conditions: temperature 100 celsius. The yield is 55.0%. The reactants are ClC1=NC=NC(=C1CC)Cl (4,6-Dichloro-5-ethylpyrimidine), 1L, N (ammonia). The product is ClC1=C(C(=NC=N1)N)CC (6-Chloro-5-ethylpyrimidin-4-amine). Solvent: C(CCC)O (1-butanol). Procedure details: To a mixture of 4,6-Dichloro-5-ethylpyrimidine (22.5 g, 0.12 mol) in 1-butanol (70 mL) in a 1L glass pressure tube was added aqueous ammonia (26%, 150 mL) at RT. The vessel was sealed and heated to 100° C. for 12 h. The reaction mixture was cooled to RT, the resulted solid was filtered, washed with water (50 mL) and dried under vacuum to afford the titled compound (11.0 g, 55%) as white solid. LCMS: Mass found (M+, 158.0). 1H NMR (400 MHz, CDCl3) 8.02 (s, 1H), 7.10 (bs, 2H), 2.57-2.50 (m, 2H), 1... The reactants are Br.FC=1C=C(C=C(C1)C(F)(F)F)C=1N=C(SC1)N (4-(3-fluoro-5-trifluoromethyl-phenyl)-thiazol-2-ylamine hydrobromide), C1(=CC=C(C=C1)S(=O)(=O)Cl)C (p-toluenesulfonyl chloride), Cl (hydrochloric acid). Solvent: N1=CC=CC=C1 (pyridine). Reaction conditions: time 30 minute. The product is FC=1C=C(C=C(C1)C(F)(F)F)C=1N=C(SC1)NS(=O)(=O)C1=CC=C(C=C1)C (N-[4-(3-Fluoro-5-trifluoromethyl-phenyl)-thiazol-2-yl]-4-methyl-benzenesulfonamide). As a reaction SMILES: Br.[F:2][C:3]1[CH:4]=[C:5]([C:13]2[N:14]=[C:15]([NH2:18])[S:16][CH:17]=2)[CH:6]=[C:7]([C:9]([F:12])([F:11])[F:10])[CH:8]=1.[C:19]1([CH3:29])[CH:24]=[CH:23][C:22]([S:25](Cl)(=[O:27])=[O:26])=[CH:21][CH:20]=1.Cl>N1C=CC=CC=1>[F:2][C:3]1[CH:4]=[C:5]([C:13]2[N:14]=[C:15]([NH:18][S:25]([C:22]3[CH:23]=[CH:24][C:19]([CH3:29])=[CH:20][CH:21]=3)(=[O:27])=[O:26])[S:16][CH:17]=2)[CH:6]=[C:7]([C:9]([F:12])([F:10])[F:11])[CH:8]=1 |f:0.1|. Procedure: A mixture of 0.5 g of 4-(3-fluoro-5-trifluoromethyl-phenyl)-thiazol-2-ylamine hydrobromide with 0.34 g of p-toluenesulfonyl chloride was stirred overnight with 2 ml of pyridine. The resulting, red colored suspension was poured into 30 ml of 1N hydrochloric acid and the mixture was extracted with ethyl acetate. The organic phase was dried with magnesium sulphate and concentrated. The residue was dissolved in a mixture of 20 ml of ethanol and 20 ml of 2N sodium hydroxide solution. After the additi... Reactants: CN(C(C=C)=O)CC1=C(C2=C(S1)C=CC=C2)C (N-methyl-N-(3-methyl-benzo[b]thiophen-2-ylmethyl)acrylamide), C(C)OC(=O)C=1C(NC2=NC=C(C=C2C1)Br)=O (6-bromo-2-oxo-1,2-dihydro-[1,8]naphthyridine-3-carboxylic acid ethyl ester), (o-tol)3P , CCN(C(C)C)C(C)C (DIEA). The reagents and catalysts are CC(=O)[O-].CC(=O)[O-].[Pd+2] (Pd(OAc)2). The solvent is C(C)C#N (EtCN), CN(C)C=O (DMF). Yields the product C(C)OC(=O)C=1C(NC2=NC=C(C=C2C1)\C=C\C(N(CC1=C(C2=C(S1)C=CC=C2)C)C)=O)=O ((E)-6-{2-[methyl-(3-methyl-benzo[b]thiophen-2-ylmethyl)carbamoyl]vinyl}-2-oxo-1,2-dihydro-[1,8]naphthyridine-3-carboxylic acid ethyl ester). Isolated yield 56.3%. RXN SMILES: [CH3:1][N:2]([CH2:7][C:8]1[S:12][C:11]2[CH:13]=[CH:14][CH:15]=[CH:16][C:10]=2[C:9]=1[CH3:17])[C:3](=[O:6])[CH:4]=[CH2:5].[CH2:18]([O:20][C:21]([C:23]1[C:24](=[O:34])[NH:25][C:26]2[C:31]([CH:32]=1)=[CH:30][C:29](Br)=[CH:28][N:27]=2)=[O:22])[CH3:19].CCN(C(C)C)C(C)C>C(C#N)C.CN(C=O)C.CC([O-])=O.CC([O-])=O.[Pd+2]>[CH2:18]([O:20][C:21]([C:23]1[C:24](=[O:34])[NH:25][C:26]2[C:31]([CH:32]=1)=[CH:30][C:29](/[CH:5]=[CH:4]/[C:3](=[O:6])[N:2]([CH3:1])[CH2:7][C:8]1[S:12][C:11]3[CH:13]=[CH:14][CH:15]=[CH:16][C:10]=3[C:9]=1[CH3:17])=[CH:28][N:27]=2)=[O:22])[CH3:19] |f:5.6.7|. Procedure details: A suspension of N-methyl-N-(3-methyl-benzo[b]thiophen-2-ylmethyl)acrylamide (500 mg, 2.04 mmol), 6-bromo-2-oxo-1,2-dihydro-[1,8]naphthyridine-3-carboxylic acid ethyl ester (665 mg, 2.24 mmol), (o-tol)3P (135 mg, 0.44 mmol) and DIEA (0.4 mL, 2.45 mmol) in EtCN (10 mL) and DMF (10 mL) was deoxygenated with argon for 30 min. Pd(OAc)2 (50 mg, 0.22 mmol) was added, the mixture was deoxygenated with argon for 20 min and then heated to reflux overnight. The mixture was cooled to room temperature and co...